Dataset: the Open Reaction Database (ORD), a public repository of structured organic reaction records. Task: describe an organic reaction: reactants, conditions, products, and yield Starting materials: CN(CC)C (dimethylethylamine), FC(S(=O)(=O)O)(F)F (trifluoromethanesulfonic acid), CN(CC)C (dimethylethylamine), FC(S(=O)(=O)O)(F)F (trifluoromethanesulfonic acid). The product is FC(S(=O)(=O)[O-])(F)F.C[NH+](CC)C (dimethylethylammonium trifluoromethanesulfonate). As a reaction SMILES: [CH3:1][N:2]([CH3:5])[CH2:3][CH3:4].[F:6][C:7]([F:13])([F:12])[S:8]([OH:11])(=[O:10])=[O:9]>>[F:6][C:7]([F:13])([F:12])[S:8]([O-:11])(=[O:10])=[O:9].[CH3:1][NH+:2]([CH3:5])[CH2:3][CH3:4] |f:2.3|. Procedure details: Equimolar amounts of dimethylethylamine and trifluoromethanesulfonic acid were weighed in a glove box under argon atmosphere. The weighed dimethylethylamine and trifluoromethanesulfonic acid were mixed and stirred while being cooled by liquid nitrogen, thus obtaining a target ionic conductor. The reactants are IC1=C(C(=C(C(=C1COC(C)=O)I)COC(C)=O)I)COC(C)=O (1,3,5-Triiodo-2,4,6-triacetoxymethylbenzene), C(=O)([O-])[O-].[K+].[K+] (K2CO3). Run in CO (methanol). Run at time 16 hour. Product: IC1=C(C(=C(C(=C1CO)I)CO)I)CO (1,3,5-Triiodo-2,4,6-trihydroxymethylbenzene). RXN SMILES: [I:1][C:2]1[C:7]([CH2:8][O:9]C(=O)C)=[C:6]([I:13])[C:5]([CH2:14][O:15]C(=O)C)=[C:4]([I:19])[C:3]=1[CH2:20][O:21]C(=O)C.C([O-])([O-])=O.[K+].[K+]>CO>[I:1][C:2]1[C:3]([CH2:20][OH:21])=[C:4]([I:19])[C:5]([CH2:14][OH:15])=[C:6]([I:13])[C:7]=1[CH2:8][OH:9] |f:1.2.3|. Procedure: 1,3,5-Triiodo-2,4,6-triacetoxymethylbenzene (9.3 g, 13.8 mmol) was suspended in methanol (120 ml) and K2CO3 (0.32 g, 2.3 mmol) was added. The mixture was stirred at ambient temperature for 16 h, and, after neutralization of the solution with 2M aqueous HCl, the organic solvent was evaporated. The residue was suspended in water and the white solid was collected by filtration and washed with water, methanol and ether. Yield: 7.1 g (94%). Starting materials: Cc1ccccc1, [O-][Cl+][O-], [Na+], [Na+], [Na+], [Na+], CC(C)Oc1ccc2c(c1)C(Cl)=C(C=O)C(c1ccc3c(c1)OCO3)O2, [OH-], O, NS(=O)(=O)O, O=S([O-])[O-]. The product is CC(C)Oc1ccc2c(c1)C(Cl)=C(C(=O)O)C(c1ccc3c(c1)OCO3)O2. Reaction SMILES: [CH3:44][c:45]1[cH:46][cH:47][cH:48][cH:49][cH:50]1.[Cl+:32]([O-:33])[O-:34].[Na+:35].[Na+:40].[Na+:41].[Na+:43].[O:6]1[CH2:7][O:8][c:9]2[c:10]1[cH:11][cH:12][c:13]([CH:15]1[O:16][c:17]3[cH:18][cH:19][c:20]([O:28][CH:29]([CH3:30])[CH3:31])[cH:21][c:22]3[C:23]([Cl:27])=[C:24]1[CH:25]=[O:26])[cH:14]2.[OH-:42].[OH2:51].[S:1]([NH2:2])(=[O:3])(=[O:4])[OH:5].[S:36]([O-:37])([O-:38])=[O:39]>>[O:6]1[CH2:7][O:8][c:9]2[c:10]1[cH:11][cH:12][c:13]([CH:15]1[O:16][c:17]3[cH:18][cH:19][c:20]([O:28][CH:29]([CH3:30])[CH3:31])[cH:21][c:22]3[C:23]([Cl:27])=[C:24]1[C:25](=[O:26])[OH:33])[cH:14]2.